From a dataset of the Open Reaction Database (ORD), a public repository of structured organic reaction records. describe an organic reaction: reactants, conditions, products, and yield Starting materials: CNCCO, COc1ccc([N+](=O)[O-])c(Cl)n1, C1COCCO1, O. Product: COc1ccc([N+](=O)[O-])c(CNCCO)n1. RXN SMILES: [CH3:19][NH:20][CH2:21][CH2:22][OH:23].[Cl:1][c:2]1[n:3][c:4]([O:11][CH3:12])[cH:5][cH:6][c:7]1[N+:8](=[O:9])[O-:10].[O:13]1[CH2:14][CH2:15][O:16][CH2:17][CH2:18]1.[OH2:24]>>[c:2]1([CH2:19][NH:20][CH2:21][CH2:22][OH:23])[n:3][c:4]([O:11][CH3:12])[cH:5][cH:6][c:7]1[N+:8](=[O:9])[O-:10]. The reactants are C(CCC)OC1=NC(=C2N=C(N(C2=N1)CCCCCC1CCNCC1)OC)N (2-(butyloxy)-8-(methyloxy)-9-[5-(4-piperidinyl)pentyl]-9H-purin-6-amine), ICCC (1-iodopropane). The product is NC1=C2NC(N(C2=NC(=N1)OCCCC)CCCCCC1CCN(CC1)CCC)=O (6-Amino-2-(butyloxy)-9-[5-(1-propyl-4-piperidinyl)pentyl]-7,9-dihydro-8H-purin-8-one). RXN SMILES: [CH2:1]([O:5][C:6]1[N:14]=[C:13]2[C:9]([N:10]=[C:11]([O:26]C)[N:12]2[CH2:15][CH2:16][CH2:17][CH2:18][CH2:19][CH:20]2[CH2:25][CH2:24][NH:23][CH2:22][CH2:21]2)=[C:8]([NH2:28])[N:7]=1)[CH2:2][CH2:3][CH3:4].I[CH2:30][CH2:31][CH3:32]>>[NH2:28][C:8]1[N:7]=[C:6]([O:5][CH2:1][CH2:2][CH2:3][CH3:4])[N:14]=[C:13]2[C:9]=1[NH:10][C:11](=[O:26])[N:12]2[CH2:15][CH2:16][CH2:17][CH2:18][CH2:19][CH:20]1[CH2:25][CH2:24][N:23]([CH2:30][CH2:31][CH3:32])[CH2:22][CH2:21]1. Procedure: Prepared similarly to Example 14 from 2-(butyloxy)-8-(methyloxy)-9-[5-(4-piperidinyl)pentyl]-9H-purin-6-amine and 1-iodopropane. Reactants: CCOC(C)=O, O=C(OC(=O)C(F)(F)F)C(F)(F)F, C1COCCO1, O, c1ccncc1, COc1ccc(-n2nc(C(N)=O)cc2-c2ccco2)cc1. Product: COc1ccc(-n2nc(C#N)cc2-c2ccco2)cc1. Reaction SMILES: [CH3:47][CH2:48][O:49][C:50](=[O:51])[CH3:52].[F:34][C:35]([F:36])([F:37])[C:38]([O:39][C:40](=[O:41])[C:42]([F:43])([F:44])[F:45])=[O:46].[O:28]1[CH2:29][CH2:30][O:31][CH2:32][CH2:33]1.[OH2:53].[cH:22]1[cH:23][cH:24][n:25][cH:26][cH:27]1.[o:1]1[c:2](-[c:6]2[cH:7][c:8]([C:19](=[O:20])[NH2:21])[n:9][n:10]2-[c:11]2[cH:12][cH:13][c:14]([O:17][CH3:18])[cH:15][cH:16]2)[cH:3][cH:4][cH:5]1>>[o:1]1[c:2](-[c:6]2[cH:7][c:8]([C:19]#[N:21])[n:9][n:10]2-[c:11]2[cH:12][cH:13][c:14]([O:17][CH3:18])[cH:15][cH:16]2)[cH:3][cH:4][cH:5]1. RXN SMILES: [CH3:42][CH2:43][OH:44].[Cl:1][c:2]1[cH:3][c:4](-[c:12]2[n:13][c:14](-[c:17]3[cH:18][cH:19][cH:20][c:21]4[c:22]([CH2:27][NH:28][CH2:29][C:30](=[O:31])[O:32][CH2:33][CH3:34])[cH:23][n:24]([CH3:26])[c:25]34)[n:15][o:16]2)[cH:5][cH:6][c:7]1[O:8][CH:9]([CH3:10])[CH3:11].[Na+:36].[O:37]1[CH2:38][CH2:39][CH2:40][CH2:41]1.[OH-:35].[OH2:45]>>[Cl:1][c:2]1[cH:3][c:4](-[c:12]2[n:13][c:14](-[c:17]3[cH:18][cH:19][cH:20][c:21]4[c:22]([CH2:27][NH:28][CH2:29][C:30](=[O:31])[OH:32])[cH:23][n:24]([CH3:26])[c:25]34)[n:15][o:16]2)[cH:5][cH:6][c:7]1[O:8][CH:9]([CH3:10])[CH3:11]. Yields the product CC(C)Oc1ccc(-c2nc(-c3cccc4c(CNCC(=O)O)cn(C)c34)no2)cc1Cl. Reactants: CCO, CCOC(=O)CNCc1cn(C)c2c(-c3noc(-c4ccc(OC(C)C)c(Cl)c4)n3)cccc12, [Na+], C1CCOC1, [OH-], O.